This data is from the Open Reaction Database (ORD), a public repository of structured organic reaction records. The task is: describe an organic reaction: reactants, conditions, products, and yield Starting materials: COc1cc(Cc2c[nH]c3ncc(Cl)cc23)c(F)cc1OCc1ccccc1, CC(=O)O, [H][H], C1CCOC1. Yields the product COc1cc(Cc2c[nH]c3ncc(Cl)cc23)c(F)cc1O. Reaction SMILES: [CH2:1]([c:2]1[cH:3][cH:4][cH:5][cH:6][cH:7]1)[O:8][c:9]1[cH:10][c:11]([F:28])[c:12]([CH2:13][c:14]2[cH:15][nH:16][c:17]3[n:18][cH:19][c:20]([Cl:23])[cH:21][c:22]23)[cH:24][c:25]1[O:26][CH3:27].[CH3:31][C:32](=[O:33])[OH:34].[H:29][H:30].[O:35]1[CH2:36][CH2:37][CH2:38][CH2:39]1>>[OH:8][c:9]1[cH:10][c:11]([F:28])[c:12]([CH2:13][c:14]2[cH:15][nH:16][c:17]3[n:18][cH:19][c:20]([Cl:23])[cH:21][c:22]23)[cH:24][c:25]1[O:26][CH3:27]. Starting materials: C1=CC(=CC=C1C2=COC=3C=C(C=CC3C2=O)O)O (daidzein). Run in O (water). Yields the product C1=CC(=CC=C1[C@@H]2CC=3C=CC(=CC3OC2)O)O (equol). Reaction SMILES: [CH:1]1[C:6]([C:7]2[C:16](=O)[C:15]3[CH:14]=[CH:13][C:12]([OH:18])=[CH:11][C:10]=3[O:9][CH:8]=2)=[CH:5][CH:4]=[C:3]([OH:19])[CH:2]=1>O>[CH:5]1[C:6]([C@H:7]2[CH2:8][O:9][C:10]3[CH:11]=[C:12]([OH:18])[CH:13]=[CH:14][C:15]=3[CH2:16]2)=[CH:1][CH:2]=[C:3]([OH:19])[CH:4]=1. Procedure: Using a substrate solution containing 0.01 mg/ml of daidzein (manufactured by Funakoshi, purity ≧99%) (5 mg of daidzein suspended in 2 ml of special grade methanol and diluted to 50 ml with BHI (brain heart infusion) medium) in lieu of the above water-soluble soya isoflavone material, equol was produced in otherwise the same manner as above. As a result, the amount of equol in the fermentation broth after 96 hours of culture was 17.9±1.4 μg/ml (mean of 5 determinations ±S.D.). Reactants: ( 1 ), CC(=O)N[C@@H]1[C@H]([C@H]([C@H](O[C@@H]1OP(=O)(O)OP(=O)(O)OC[C@@H]2[C@H]([C@H]([C@@H](O2)N3C=CC(=O)NC3=O)O)O)CO)O)O (UDP-GalNAc), CC(=O)N[C@@H]1[C@H]([C@H]([C@H](O[C@@H]1OP(=O)(O)OP(=O)(O)OC[C@@H]2[C@H]([C@H]([C@@H](O2)N3C=CC(=O)NC3=O)O)O)CO)O)O (UDP-GalNAc), C1=CN(C(=O)NC1=O)[C@H]2[C@@H]([C@@H]([C@H](O2)COP(=O)([O-])OP(=O)([O-])O[C@@H]3[C@@H]([C@H]([C@@H]([C@H](O3)C(=O)[O-])O)O)O)O)O.[Na+].[Na+].[Na+] (UDP-GlcA). Run in O (water). Reaction conditions: time 8 hour. Yields the product OC1[C@@H]([C@@H](O)[C@@H](O)[C@H](O1)CO)NC(=O)C (GalNAc). Reaction SMILES: [CH3:1][C:2]([NH:4][C@H:5]1[C@@H:10]([O:11]P(OP(OC[C@H]2O[C@@H](N3C(=O)NC(=O)C=C3)[C@H](O)[C@@H]2O)(O)=O)(O)=O)[O:9][C@H:8]([CH2:36][OH:37])[C@H:7]([OH:38])[C@@H:6]1[OH:39])=[O:3].C1C(=O)NC(=O)N([C@@H]2O[C@H](COP(OP(O[C@H]3O[C@H](C([O-])=O)[C@@H](O)[C@H](O)[C@H]3O)([O-])=O)([O-])=O)[C@@H](O)[C@H]2O)C=1.[Na+].[Na+].[Na+]>O>[OH:11][CH:10]1[O:9][C@H:8]([CH2:36][OH:37])[C@H:7]([OH:38])[C@H:6]([OH:39])[C@H:5]1[NH:4][C:2]([CH3:1])=[O:3] |f:1.2.3.4|. Reported procedure: A reaction was performed in the same manner as that of (1) mentioned above under conditions of 30° C. and pH 7.2 for 8 hours by using CH6, UDP-GalNAc and UDP-GlcA as substrates and adding the K4CP enzyme. Then, 300 nmole of UDP-GalNAc was added again, and the reaction was performed again at 30° C. for 5 hours. Thermal inactivation was performed for 1 minute in boiling water, the reaction mixture was subjected to ethanol precipitation, and the residue was dissolved again in 200 μl of distilled wa... Conditions: time 1 hour. Starting materials: OCC1=CC(N(C=C1)C1=CC(=C(C=C1)OCOCC[Si](C)(C)C)OC)=O (4-(hydroxymethyl)-1-(3-methoxy-4-((2-(trimethylsilyl)ethoxy)-methoxy)phenyl)pyridin-2(1H)-one), CO (MeOH), Cl.O1CCOCC1 (HCl Dioxane). The solvent is C(Cl)Cl (CH2Cl2). Reaction SMILES: [OH:1][CH2:2][C:3]1[CH:8]=[CH:7][N:6]([C:9]2[CH:14]=[CH:13][C:12]([O:15]COCC[Si](C)(C)C)=[C:11]([O:24][CH3:25])[CH:10]=2)[C:5](=[O:26])[CH:4]=1.CO.Cl.O1CCOCC1>C(Cl)Cl>[OH:15][C:12]1[CH:13]=[CH:14][C:9]([N:6]2[CH:7]=[CH:8][C:3]([CH2:2][OH:1])=[CH:4][C:5]2=[O:26])=[CH:10][C:11]=1[O:24][CH3:25] |f:2.3|. Reported procedure: To a solution of 4-(hydroxymethyl)-1-(3-methoxy-4-((2-(trimethylsilyl)ethoxy)-methoxy)phenyl)pyridin-2(1H)-one Part E of Procedure 1 (900 mg, 2.38 mmol) in CH2Cl2 (10 mL) and MeOH (10 mL) was added 4M HCl/Dioxane (10.7 mL, 43 mmol). After stirring at RT for 1 h, concentration under vacuum provided the crude phenol as a white solid. LC-MS, [M+H]+=428. Yields the product OC1=C(C=C(C=C1)N1C(C=C(C=C1)CO)=O)OC (1-(4-Hydroxy-3-methoxyphenyl)-4-(hydroxymethyl)pyridin-2(1H)-one). Isolated yield 85.7%. The solvent is O1CCCC1 (tetrahydrofuran), O1CCCC1 (tetrahydrofuran). Yields the product COCC1OC2=C(C1)C=C(C=C2)C(=O)OCC (Ethyl 2-methoxymethyl-2,3-dihydrobenzofuran-5-carboxylate). Procedure: A solution of 2.5 g (11.26 mmole) ethyl 2-hydroxymethyl-2,3-dihydrobenzofuran-5-carboxylate in 50 ml tetrahydrofuran was cooled under nitrogen to 0° C. and 595 mg (12.38 mmole) of a 50% by weight dispersion of sodium hydride in oil was added in portions. The mixture was stirred to 0° C. for 15 minutes, then a solution of 1.756 g (12.38 mmole) methyl iodide in 30 ml tetrahydrofuran was added dropwise. The resulting mixture was allowed to warm to room temperature and stirred overnight. The mixture... Reactants: [H-].[Na+] (sodium hydride), OCC1OC2=C(C1)C=C(C=C2)C(=O)OCC (ethyl 2-hydroxymethyl-2,3-dihydrobenzofuran-5-carboxylate), CI (methyl iodide). Reaction conditions: temperature 0 celsius, time 15 minute. Reaction SMILES: [OH:1][CH2:2][CH:3]1[CH2:7][C:6]2[CH:8]=[C:9]([C:12]([O:14][CH2:15][CH3:16])=[O:13])[CH:10]=[CH:11][C:5]=2[O:4]1.[H-].[Na+].[CH3:19]I>O1CCCC1>[CH3:19][O:1][CH2:2][CH:3]1[CH2:7][C:6]2[CH:8]=[C:9]([C:12]([O:14][CH2:15][CH3:16])=[O:13])[CH:10]=[CH:11][C:5]=2[O:4]1 |f:1.2|. RXN SMILES: [Br:1][c:2]1[s:3][c:4]([C:7](=[O:8])[NH:9][CH2:10][c:11]2[cH:12][n:13](-[c:23]3[cH:24][cH:25][cH:26][cH:27][cH:28]3)[c:14]3[cH:15][c:16]([Cl:22])[cH:17][cH:18][c:19]3[c:20]2=[O:21])[cH:5][n:6]1.[CH2:29]1[CH2:30][CH2:31][NH:32][CH2:33][CH2:34]1.[CH3:35][N:36]1[CH2:37][CH2:38][CH2:39][C:40]1=[O:41]>>[c:2]1([N:32]2[CH2:31][CH2:30][CH2:29][CH2:34][CH2:33]2)[s:3][c:4]([C:7](=[O:8])[NH:9][CH2:10][c:11]2[cH:12][n:13](-[c:23]3[cH:24][cH:25][cH:26][cH:27][cH:28]3)[c:14]3[cH:15][c:16]([Cl:22])[cH:17][cH:18][c:19]3[c:20]2=[O:21])[cH:5][n:6]1. The reactants are O=C(NCc1cn(-c2ccccc2)c2cc(Cl)ccc2c1=O)c1cnc(Br)s1, C1CCNCC1, CN1CCCC1=O. Product: O=C(NCc1cn(-c2ccccc2)c2cc(Cl)ccc2c1=O)c1cnc(N2CCCCC2)s1. Reactants: BrC1=CC=C(S1)C=O (5-bromothiophene-2-carbaldehyde), C(CCCC)B(O)O (pentylboronic acid). The product is C(CCCC)C1=CC=C(S1)C=O (5-pentylthiophene-2-carbaldehyde). The yield is 67.4%. Reaction SMILES: Br[C:2]1[S:6][C:5]([CH:7]=[O:8])=[CH:4][CH:3]=1.[CH2:9](B(O)O)[CH2:10][CH2:11][CH2:12][CH3:13]>>[CH2:9]([C:2]1[S:6][C:5]([CH:7]=[O:8])=[CH:4][CH:3]=1)[CH2:10][CH2:11][CH2:12][CH3:13]. Reported procedure: The compound was synthesized as in Example 3.1 using 5-bromothiophene-2-carbaldehyde (250 mg, 1.31 mmol) in place of 5-bromo-2-formylfuran and pentylboronic acid (250 mg, 2.16 mmol) in place of hexylboronic acid to give 5-pentylthiophene-2-carbaldehyde (161 mg, 67%). Used without further characterization. Reactants: C(C)(C)N1CCC(CC1)C(=O)N (1-isopropylpiperidine-4-carboxamide), carboxamide, O (H2O), [OH-].[Na+] (NaOH). Solvent: C1CCOC1 (THF), C1CCOC1 (THF). Yields the product C(C)(C)N1CCC(CC1)CN (1-isopropylpiperidine-4-methylamine). Isolated yield 23.3%. RXN SMILES: [CH:1]([N:4]1[CH2:9][CH2:8][CH:7]([C:10]([NH2:12])=O)[CH2:6][CH2:5]1)([CH3:3])[CH3:2].O.[OH-].[Na+]>C1COCC1>[CH:1]([N:4]1[CH2:9][CH2:8][CH:7]([CH2:10][NH2:12])[CH2:6][CH2:5]1)([CH3:3])[CH3:2] |f:2.3|. Procedure details: To a suspension of 10.0 g of LAN in 500 mL of dry THF, at room temperature, was added portionwise 39.7 g of 1-isopropylpiperidine-4-carboxamide and the mixture was refluxed 18 h. The cooled reaction mixture was diluted with 150 mL THF and treated dropwise with 10 mL H2O and 10 mL 5 N NaOH, respectively. The resulting gray mixture was refluxed 18 h, filtered and evaporated. The residue partially dissolved in hexane to give 25.5 g of crude yellow liquid and 6.9 g hexane insoluble starting carboxam... Reactants: ClC1=CC=C(CNC(=O)C=2C=NC3=CC=C(C=C3C2O)C#CC(C)O)C=C1 (N-(4-chlorobenzyl)-4-hydroxy-6-(3-hydroxy-1-butynyl)-3-quinolinecarboxamide), 152, crude product, CO (MeOH), C#C (acetylene). Reaction conditions: time 130 minute. The product is ClC1=CC=C(CNC(=O)C=2C=NC3=CC=C(C=C3C2O)CCC(C)O)C=C1 (N-(4-Chlorobenzyl)-4-hydroxy-6-(3-hydroxybutyl)-3-quinolinecarboxamide). The solvent is C(Cl)Cl (CH2Cl2). RXN SMILES: [Cl:1][C:2]1[CH:27]=[CH:26][C:5]([CH2:6][NH:7][C:8]([C:10]2[CH:11]=[N:12][C:13]3[C:18]([C:19]=2[OH:20])=[CH:17][C:16]([C:21]#[C:22][CH:23]([OH:25])[CH3:24])=[CH:15][CH:14]=3)=[O:9])=[CH:4][CH:3]=1.CO.C#C>C(Cl)Cl.[Pd]>[Cl:1][C:2]1[CH:3]=[CH:4][C:5]([CH2:6][NH:7][C:8]([C:10]2[CH:11]=[N:12][C:13]3[C:18]([C:19]=2[OH:20])=[CH:17][C:16]([CH2:21][CH2:22][CH:23]([OH:25])[CH3:24])=[CH:15][CH:14]=3)=[O:9])=[CH:26][CH:27]=1. Isolated yield 28.0%. Procedure: A mixture of N-(4-chlorobenzyl)-4-hydroxy-6-(3-hydroxy-1-butynyl)-3-quinolinecarboxamide from Example No. 152 (106.3 mg) and Pd/C (10%, 21.3 mg) is dissolved in 40 mL 3:1 CH2Cl2 :MeOH. The reaction mixture is placed under the Parr hydrogenator at 34 psi H2 and monitored by mass spectroscopy for complete reduction of the acetylene. The old palladium catalyst is replaced with fresh palladium catalyst each time the reaction is taken off the Parr. In this case, the reaction is taken off the Parr twi... The reagents and catalysts are [Pd] (palladium), [Pd] (Pd/C), [Pd] (palladium).